This data is from the Open Reaction Database (ORD), a public repository of structured organic reaction records. The task is: describe an organic reaction: reactants, conditions, products, and yield Reactants: C(CC(=O)C)(=O)OC (methyl acetoacetate), C1(=CC=CC=C1)C(C)O (1-phenyl ethanol), C(CC(=O)C)(=O)OC (methyl acetoacetate), C1(=CC=CC=C1)C(C)O (1-phenyl ethanol). Reagents/catalysts: sulfated tin oxide. The solvent is C1(=CC=CC=C1)C (toluene). Conditions: temperature 110 celsius. Product: C(CC(=O)C)(=O)OC(C)C1=CC=CC=C1 (1-phenylethyl acetoacetate). Yield: 97.0%. As a reaction SMILES: [C:1](OC)(=[O:6])[CH2:2][C:3]([CH3:5])=[O:4].[C:9]1([CH:15]([OH:17])[CH3:16])[CH:14]=[CH:13][CH:12]=[CH:11][CH:10]=1>C1(C)C=CC=CC=1>[C:1]([O:17][CH:15]([C:9]1[CH:14]=[CH:13][CH:12]=[CH:11][CH:10]=1)[CH3:16])(=[O:6])[CH2:2][C:3]([CH3:5])=[O:4]. Reported procedure: In this example, procedure of transestrification of methyl acetoacetate with 1-phenyl ethanol is described. A mixture of 1 equivalent of methyl acetoacetate, 1 equivalent of 1-phenyl ethanol and 100 mg of sulfated tin oxide catalyst in 20 ml of toluene was heated to 110° C. in a two necked round bottom flask provided with a distillation condenser to remove methanol. The reaction was monitored by thin layer chromatography (TLC). After completion of the reaction (about 6 hours), the catalyst was f... The reactants are CO, COC(=O)c1ccc2c(c1)C=CC(C)O2, [Na+], [OH-]. Yields the product CC1C=Cc2cc(C(=O)O)ccc2O1. As a reaction SMILES: [CH3:18][OH:19].[CH3:1][CH:2]1[O:3][c:4]2[cH:5][cH:6][c:7]([C:12](=[O:13])[O:14][CH3:15])[cH:8][c:9]2[CH:10]=[CH:11]1.[Na+:17].[OH-:16]>>[CH3:1][CH:2]1[O:3][c:4]2[cH:5][cH:6][c:7]([C:12](=[O:13])[OH:14])[cH:8][c:9]2[CH:10]=[CH:11]1. Starting materials: IC1=NC(=CC=C1O)C (2-iodo-6-methylpyridin-3-ol), C(=O)([O-])[O-].[Cs+].[Cs+] (Cs2CO3), BrCCO (2-bromo-ethanol). The solvent is CN(C)C=O (DMF). Conditions: temperature 90 celsius, time 8 hour. The product is IC1=NC(=CC=C1OCCO)C (2-(2-iodo-6-methylpyridin-3-yloxy)ethanol). Isolated yield 100.3%. As a reaction SMILES: [I:1][C:2]1[C:7]([OH:8])=[CH:6][CH:5]=[C:4]([CH3:9])[N:3]=1.C([O-])([O-])=O.[Cs+].[Cs+].Br[CH2:17][CH2:18][OH:19]>CN(C=O)C>[I:1][C:2]1[C:7]([O:8][CH2:17][CH2:18][OH:19])=[CH:6][CH:5]=[C:4]([CH3:9])[N:3]=1 |f:1.2.3|. Reported procedure: To a stirred mixture of 2-iodo-6-methylpyridin-3-ol (530 g, 2.25 mol), Cs2CO3 (876 g, 2.7 mol) and DMF (2.5 L) was added 2-bromo-ethanol (560 g, 4.51 mol) dropwise at 0° C. The mixture was stirred at 90° C. overnight. The reaction was cooled and the solvent was removed in vacuo. The residue was diluted with water (2 L) and the aqueous solution was extracted with CH2Cl2 (3×350 mL). The combined organic layers were washed with brine (2×150 mL), dried over anhydrous Na2SO4 and concentrated to affor... Starting materials: NC1=C(C=CC=C1)C(C=CC1=CC=NC=C1)=O (1-(2-aminophenyl) 3-(4-pyridyl) 2-propene-1-one), [OH-].[Na+] (sodium hydroxide), NC1=C(C=CC=C1)C(C=CC1=CC=NC=C1)=O (1-(2-aminophenyl) 3-(4-pyridyl) 2-propene-1-one), C(C)(=O)OC(C)=O (acetic anhydride). The solvent is O (water). Run at temperature 5 celsius, time 10 minute. Product: C(C)(=O)NC1=C(C=CC=C1)C(C=CC1=CC=NC=C1)=O (1-(2-acetylaminophenyl) 3-(4-pyridyl) 2-propene-1-one). Reaction SMILES: [NH2:1][C:2]1[CH:7]=[CH:6][CH:5]=[CH:4][C:3]=1[C:8](=[O:17])[CH:9]=[CH:10][C:11]1[CH:16]=[CH:15][N:14]=[CH:13][CH:12]=1.[C:18](OC(=O)C)(=[O:20])[CH3:19].[OH-].[Na+]>O>[C:18]([NH:1][C:2]1[CH:7]=[CH:6][CH:5]=[CH:4][C:3]=1[C:8](=[O:17])[CH:9]=[CH:10][C:11]1[CH:12]=[CH:13][N:14]=[CH:15][CH:16]=1)(=[O:20])[CH3:19] |f:2.3|. Procedure details: 45 g of 1-(2-aminophenyl) 3-(4-pyridyl) 2-propene-1-one (product of Example 14) are contacted with 13.5 ml of acetic anhydride. After 10 minutes at 100° C., the solution obtained is cooled, diluted with 80 ml of water, then the pH is slowly adjusted to 6 (while maintaining the temperature at 5° C.) by the addition of a concentrated solution of sodium hydroxide. After stirring for one hour, the precipitate formed is filtered, washed with water, then dried at 80° C. under vacuum. 53 g of 1-(2-acet... Reactants: OC(CC=CC(=O)O)C(C(C(C1=CC=CC=C1)O)O)C (5,7,8-trihydroxy-6-methyl-8-phenyl-2-octenoic acid), ( 10/14 ), C[C@@H]1CNC(=O)[C@H](NC(=O)/C=C/C[C@H](OC(=O)[C@@H](OC1=O)CC(C)C)[C@H](C)[C@@H]2[C@H](O2)C3=CC=CC=C3)CC4=CC(=C(C=C4)OC)Cl (Cryptophycin 1), C[C@@H]1CNC(=O)[C@H](NC(=O)/C=C/C[C@H](OC(=O)[C@@H](OC1=O)CC(C)C)[C@H](C)/C=C/C=2C=CC=CC2)CC=3C=CC(=C(C3)Cl)OC (Cryptophycin 3), C[C@@H]1CNC(=O)[C@H](NC(=O)/C=C\C[C@H](OC(=O)[C@@H](OC1=O)CC(C)C)[C@H](C)/C=C/C2=CC=CC=C2)CC3=CC=C(C=C3)OC (Cryptophycin 4), C[C@H]1[C@@H](O[C@H]([C@@H]1O)C2=CC=CC=C2)C/C=C/C(=O)N[C@H](CC3=CC(=C(C=C3)OC)Cl)C(=O)NC[C@@H](C)C(=O)OC (Cryptophycin 6), C[C@@H]1CNC(=O)[C@H](NC(=O)/C=C\C[C@H](OC(=O)[C@@H](OC1=O)CC(C)C)[C@H](C)/C=C/C2=CC=CC=C2)CC3=CC=C(C=C3)OC (Cryptophycin 4), ( 9 ), C(C(O)CC(C)C)(=O)O (leucic acid), ( 8 ), ( 5 ), C[C@@H]1CNC(=O)[C@H](NC(=O)/C=C/C[C@H](OC(=O)[C@@H](OC1=O)CC(C)C)[C@H](C)[C@@H]2[C@H](O2)C3=CC=CC=C3)CC4=CC(=C(C=C4)OC)Cl (Cryptophycin 1), ( 100 ), C[C@@H]1CNC(=O)[C@H](NC(=O)/C=C/C[C@H](OC(=O)[C@@H](OC1=O)CC(C)C)[C@H](C)/C=C/C=2C=CC=CC2)CC=3C=CC(=C(C3)Cl)OC (Cryptophycin 3), ( 5 ), CC1CNC(=O)C(NC(=O)/C=C/CC(OC(=O)C(OC1=O)CC(C)C)C(C)C2C(O2)C3=CC=CC=C3)CC4=CC(=C(C=C4)OC)Cl (Cryptophycin), CC1CNC(=O)C(NC(=O)/C=C/CC(OC(=O)C(OC1=O)CC(C)C)C(C)C2C(O2)C3=CC=CC=C3)CC4=CC(=C(C=C4)OC)Cl (Cryptophycin), ( 59/19 ), ( ε ), C[C@@H]1CNC(=O)[C@H](NC(=O)/C=C/C[C@H](OC(=O)[C@@H](OC1=O)CC(C)C)[C@H](C)[C@@H]2[C@H](O2)C3=CC=CC=C3)CC4=CC(=C(C=C4)OC)Cl (Cryptophycin 1), C[C@@H]1CNC(=O)[C@H](NC(=O)/C=C/C[C@H](OC(=O)[C@@H](OC1=O)CC(C)C)[C@H](C)/C=C/C=2C=CC=CC2)CC=3C=CC(=C(C3)Cl)OC (Cryptophycin 3), hydroxy acid, C[C@H]1[C@@H](O[C@H]([C@@H]1O)C2=CC=CC=C2)C/C=C/C(=O)N[C@H](CC3=CC(=C(C=C3)OC)Cl)C(=O)NC[C@@H](C)C(=O)OC (Cryptophycin 6), CC1CNC(=O)C(NC(=O)/C=C/CC(OC(=O)C(OC1=O)CC(C)C)C(C)C2C(O2)C3=CC=CC=C3)CC4=CC(=C(C=C4)OC)Cl (Cryptophycin), ( 5 ), NCC(C(=O)O)C (3-amino-2-methylpropionic acid), C[C@@H]1CNC(=O)[C@H](NC(=O)/C=C/C[C@H](OC(=O)[C@@H](OC1=O)CC(C)C)[C@H](C)/C=C/C=2C=CC=CC2)CC=3C=CC(=C(C3)Cl)OC (Cryptophycin 3), ClC=1C=C(C[C@H](N)C(=O)O)C=CC1OC (3-chloro-4-methoxyphenylalanine), ( 4.5/1.1 ), C[C@@H]1CNC(=O)[C@H](NC(=O)/C=C\C[C@H](OC(=O)[C@@H](OC1=O)CC(C)C)[C@H](C)/C=C/C2=CC=CC=C2)CC3=CC=C(C=C3)OC (Cryptophycin 4), ( 8 ), ( 9 ), C[C@@H]1CNC(=O)[C@H](NC(=O)/C=C/C[C@H](OC(=O)[C@@H](OC1=O)CC(C)C)[C@H](C)[C@@H]2[C@H](O2)C3=CC=CC=C3)CC4=CC(=C(C=C4)OC)Cl (Cryptophycin 1), ( 11/13 ), ( 12 ), CC1CNC(=O)C(NC(=O)/C=C/CC(OC(=O)C(OC1=O)CC(C)C)C(C)C2C(O2)C3=CC=CC=C3)CC4=CC(=C(C=C4)OC)Cl (Cryptophycin), CC1CNC(=O)C(NC(=O)/C=C/CC(OC(=O)C(OC1=O)CC(C)C)C(C)C2C(O2)C3=CC=CC=C3)CC4=CC(=C(C=C4)OC)Cl (Cryptophycin), CC1CNC(=O)C(NC(=O)/C=C/CC(OC(=O)C(OC1=O)CC(C)C)C(C)C2C(O2)C3=CC=CC=C3)CC4=CC(=C(C=C4)OC)Cl (Cryptophycin). Solvent: CO (MeOH). Product: CC[C@H](C)[C@H]1C(=O)N[C@@H](C(=O)NC[C@H](C(=O)O[C@@H](C/C=C/C(=O)O1)[C@H](C)/C=C/C2=CC=CC=C2)C)CC3=CC(=C(C=C3)OC)Cl (Cryptophycin 18). As a reaction SMILES: [OH:1][CH:2]([CH:9]([CH3:20])[CH:10](O)[CH:11](O)[C:12]1[CH:17]=[CH:16][CH:15]=[CH:14][CH:13]=1)[CH2:3][CH:4]=[CH:5][C:6]([OH:8])=[O:7].[Cl:21][C:22]1[CH:23]=[C:24]([CH:31]=[CH:32][C:33]=1[O:34][CH3:35])[CH2:25][C@@H:26]([C:28]([OH:30])=O)[NH2:27].[NH2:36][CH2:37][CH:38]([CH3:42])[C:39](O)=[O:40].C(O)(=O)C(CC(C)C)O.C[C@H]1C(=O)O[C@@H](CC(C)C)C(=O)O[C@H:65]([C@@H:77]([C@H:79]2[O:81][C@@H:80]2C2C=CC=CC=2)[CH3:78])[CH2:64]C=CC(=O)N[C@H](CC2C=CC(OC)=C(Cl)C=2)C(=O)NC1.CC1C(=O)OC(CC(C)C)C(=O)OC(C(C2OC2C2C=CC=CC=2)C)CC=CC(=O)NC(CC2C=CC(OC)=C(Cl)C=2)C(=O)NC1.C[C@H]1C(=O)O[C@@H](CC(C)C)C(=O)O[C@H]([C@@H](/C=C/C2C=CC=CC=2)C)CC=CC(=O)N[C@H](CC2C=CC(OC)=C(Cl)C=2)C(=O)NC1.C[C@H]1C(=O)O[C@@H](CC(C)C)C(=O)O[C@H]([C@@H](/C=C/C2C=CC=CC=2)C)CC=CC(=O)N[C@H](CC2C=CC(OC)=CC=2)C(=O)NC1.C[C@@H]1[C@@H](O)[C@H](C2C=CC=CC=2)O[C@H]1C/C=C/C(N[C@@H](C(NC[C@H](C(OC)=O)C)=O)CC1C=CC(OC)=C(Cl)C=1)=O>CO>[CH3:64][CH2:65][C@@H:77]([C@@H:79]1[O:8][C:6](=[O:7])[CH:5]=[CH:4][CH2:3][C@@H:2]([C@@H:9](/[CH:10]=[CH:11]/[C:12]2[CH:17]=[CH:16][CH:15]=[CH:14][CH:13]=2)[CH3:20])[O:1][C:39](=[O:40])[C@H:38]([CH3:42])[CH2:37][NH:36][C:28](=[O:30])[C@@H:26]([CH2:25][C:24]2[CH:31]=[CH:32][C:33]([O:34][CH3:35])=[C:22]([Cl:21])[CH:23]=2)[NH:27][C:80]1=[O:81])[CH3:78]. Procedure details: [α]D +54.9°(MeOH, c 0.93); UV λmax (ε) 250 (20518), 284 (3857); IR (neat) νmax 3411, 3271, 2966, 1746, 1728, 1668, 1505, 1463, 1258, 1178 cm-1 ; EIMS m/z (rel intensity) 638/640 (4.5/1.1), 412/414 (59/19), 280(17), 227 (100); high resolution EIMS m/z 638.272934 (calcd for C35H43ClN2O7, 2.9 mmu error). 1H NMR (CDCl3): amino or hydroxy acid unit δ (carbon position, multiplicity; J in Hz) 5-hydroxy-6-methyl-8-phenyl-2,7-octadienoic acid (A) 5.76 (2, d; 15.5), 6.65 (3, ddd; 15.4, 9.2 and 6.2), 2.38-...